Dataset: the Open Reaction Database (ORD), a public repository of structured organic reaction records. Task: describe an organic reaction: reactants, conditions, products, and yield Reactants: O (water), ClCCl (dichloromethane), ClC1=C(C=CC(=C1)Cl)CN (1-(2,4-dichlorophenyl)methanamine), ClCCC(=O)Cl (3-chloropropanoyl chloride), ClCCl (dichloromethane). Run at time 18 hour. Product: ClC1=C(CNC(OCCl)=O)C=CC(=C1)Cl (Chloromethyl (2,4-Dichlorobenzyl)carbamate). Reaction SMILES: [Cl:1][C:2]1[CH:7]=[C:6]([Cl:8])[CH:5]=[CH:4][C:3]=1[CH2:9][NH2:10].ClCC[C:14](Cl)=[O:15].[OH2:17].Cl[CH2:19][Cl:20]>>[Cl:1][C:2]1[CH:7]=[C:6]([Cl:8])[CH:5]=[CH:4][C:3]=1[CH2:9][NH:10][C:14](=[O:15])[O:17][CH2:19][Cl:20]. Procedure details: To a solution of the compound of 1-(2,4-dichlorophenyl)methanamine (0.15 ml, 1.1 mmol) in anhydrous dichloromethane (2 ml), at −10° C. and under nitrogen, was added dropwise 3-chloropropanoyl chloride (0.12 ml, 1.1 mmol). The reaction mixture was allowed to warm to room temperature and stirred for 18 h. To the mixture was added dichloromethane (5 ml) and water (5 ml) and the two layers were separated. The aqueous layer was extracted with dichloromethane (10 ml) and the combined organic layers we...